From a dataset of the Open Reaction Database (ORD), a public repository of structured organic reaction records. describe an organic reaction: reactants, conditions, products, and yield Reactants: ice water, N1CCCC2=CC=CC=C12 (1,2,3,4-Tetrahydroquinoline), Cl.C(C)N=C=NCCCN(C)C (1-ethyl-3-(3-dimethylaminopropyl)carbodiimide hydrochloride), COC=1C(C(=C(C(C1OC)=O)CC=1C=CC(=C(C(=O)O)C1)OC1=CC=CC=C1)C)=O (5-(5,6-dimethoxy-3-methyl-1,4-benzoquinon-2-yl)methyl-2-phenoxybenzoic acid). Solvent: C(Cl)Cl (methylene chloride). Reaction conditions: time 12 hour. Yields the product COC=1C(C(=C(C(C1OC)=O)CC=1C=CC(=C(C(=O)N2CCCC3=CC=CC=C23)C1)OC1=CC=CC=C1)C)=O (N-[5-(5,6-Dimethoxy-3-methyl-1,4-benzoquinon-2-yl)methyl-2-phenoxybenzoyl]-1,2,3,4-tetrahydroquinoline). The yield is 52.2%. Reaction SMILES: [NH:1]1[C:10]2[C:5](=[CH:6][CH:7]=[CH:8][CH:9]=2)[CH2:4][CH2:3][CH2:2]1.Cl.C(N=C=NCCCN(C)C)C.[CH3:23][O:24][C:25]1[C:26](=[O:52])[C:27]([CH3:51])=[C:28]([CH2:34][C:35]2[CH:36]=[CH:37][C:38]([O:44][C:45]3[CH:50]=[CH:49][CH:48]=[CH:47][CH:46]=3)=[C:39]([CH:43]=2)[C:40](O)=[O:41])[C:29](=[O:33])[C:30]=1[O:31][CH3:32]>C(Cl)Cl>[CH3:23][O:24][C:25]1[C:26](=[O:52])[C:27]([CH3:51])=[C:28]([CH2:34][C:35]2[CH:36]=[CH:37][C:38]([O:44][C:45]3[CH:50]=[CH:49][CH:48]=[CH:47][CH:46]=3)=[C:39]([CH:43]=2)[C:40]([N:1]2[C:10]3[C:5](=[CH:6][CH:7]=[CH:8][CH:9]=3)[CH2:4][CH2:3][CH2:2]2)=[O:41])[C:29](=[O:33])[C:30]=1[O:31][CH3:32] |f:1.2|. Procedure: 1,2,3,4-Tetrahydroquinoline (0.049 g, 0.367 mmol) and 1-ethyl-3-(3-dimethylaminopropyl)carbodiimide hydrochloride (0.105 g, 0.550 mmol) were added to a methylene chloride solution (10 ml) of 5-(5,6-dimethoxy-3-methyl-1,4-benzoquinon-2-yl)methyl-2-phenoxybenzoic acid (0.075 g, 0.183 mmol) and the resulting solution was stirred at room temperature for 12 hours. The reaction solution was poured into ice water and then extracted with methylene chloride. The extract was washed with water and then dri...